This data is from the Open Reaction Database (ORD), a public repository of structured organic reaction records. The task is: describe an organic reaction: reactants, conditions, products, and yield Starting materials: CC(C)([O-])C.[K+] (potassium tert-butoxide), O (water), C(=C)C1CCC(CC1)C1CCC(CC1)=O (4'-vinylbicyclohexyl-4-one), [Br-].C1(=CC=CC=C1)[P+](CCC=C)(C1=CC=CC=C1)C1=CC=CC=C1 (triphenyl(3-butenyl)phosphonium bromide). Run in C1CCOC1 (THF), C1CCOC1 (THF). Reaction conditions: temperature 10 celsius. Yields the product C(CC=C)=C1CCC(CC1)C1CCC(CC1)C=C (4'-but-3-enylidene-4-vinylbicyclohexyl). As a reaction SMILES: [CH:1]([CH:3]1[CH2:8][CH2:7][CH:6]([CH:9]2[CH2:14][CH2:13][C:12](=O)[CH2:11][CH2:10]2)[CH2:5][CH2:4]1)=[CH2:2].[Br-].[C:17]1([P+](C2C=CC=CC=2)(C2C=CC=CC=2)CCC=C)C=CC=C[CH:18]=1.[CH3:40][C:41](C)([O-])C.[K+].O>C1COCC1>[CH:1](=[C:3]1[CH2:8][CH2:7][CH:6]([CH:9]2[CH2:14][CH2:13][CH:12]([CH:40]=[CH2:41])[CH2:11][CH2:10]2)[CH2:5][CH2:4]1)[CH2:2][CH:17]=[CH2:18] |f:1.2,3.4|. Procedure: 20.6 g of 4'-vinylbicyclohexyl-4-one and 39.7 g of triphenyl(3-butenyl)phosphonium bromide in 250 ml of THF were cooled to -10° C. under nitrogen with stirring. A solution of 11.44 g of potassium tert-butoxide in 150 ml of THF was then added dropwise at -10° C. with stirring, and the mixture was then stirred at RT for a further 2 hours. The yellow suspension was cooled to 10° C., and 500 ml of water were added. The organic phase was separated off, and the aqueous phase was extracted once with 10... The reactants are CC1NCCNC1 (2-methylpiperazine), ClS(=O)(=O)C1=C2C(=CN=CC2=CC=C1)C (5-chlorosulfonyl-4-methylisoquinoline). Yields the product Cl.Cl.CC1CN(CCN1)S(=O)(=O)C1=C2C(=CN=CC2=CC=C1)C (3-Methyl-1-[(4-methyl-5-isoquinolinyl)sulfonyl]piperazine dihydrochloride). Isolated yield 122.6%. RXN SMILES: [CH3:1][CH:2]1[CH2:7][NH:6][CH2:5][CH2:4][NH:3]1.[Cl:8][S:9]([C:12]1[CH:21]=[CH:20][CH:19]=[C:18]2[C:13]=1[C:14]([CH3:22])=[CH:15][N:16]=[CH:17]2)(=[O:11])=[O:10]>>[ClH:8].[ClH:8].[CH3:1][CH:2]1[NH:3][CH2:4][CH2:5][N:6]([S:9]([C:12]2[CH:21]=[CH:20][CH:19]=[C:18]3[C:13]=2[C:14]([CH3:22])=[CH:15][N:16]=[CH:17]3)(=[O:10])=[O:11])[CH2:7]1 |f:2.3.4|. Procedure details: Using 0.60 g of 2-methylpiperazine and 0.49 g of 5-chlorosulfonyl-4-methylisoquinoline, the procedure of Example 1 was otherwise repeated to provide 0.47 g of the objective compound (white crystals). The reactants are C(=O)=O (dry ice), C(C1=CC=CC=C1)OC1=NC=C(C=C1)OCOC (2-(benzyloxy)-5-(methoxymethoxy)pyridine), Cl (Hydrochloric acid). The solvent is C1CCOC1 (THF). Run at time 1 hour. The product is C(C1=CC=CC=C1)OC=1C=C(C(=O)O)C(=CN1)OCOC (2-(benzyloxy)-5-(methoxymethoxy)isonicotinic Acid). Reaction SMILES: [CH2:1]([O:8][C:9]1[CH:14]=[CH:13][C:12]([O:15][CH2:16][O:17][CH3:18])=[CH:11][N:10]=1)[C:2]1[CH:7]=[CH:6][CH:5]=[CH:4][CH:3]=1.[C:19](=[O:21])=[O:20].Cl>C1COCC1>[CH2:1]([O:8][C:9]1[CH:14]=[C:13]([C:12]([O:15][CH2:16][O:17][CH3:18])=[CH:11][N:10]=1)[C:19]([OH:21])=[O:20])[C:2]1[CH:7]=[CH:6][CH:5]=[CH:4][CH:3]=1. Procedure details: To a solution of 2-(benzyloxy)-5-(methoxymethoxy)pyridine (8.00 g) in THF (50 mL) was added 1.6 M n-butyllithium-hexane solution (30.6 mL) at −78° C., and the mixture was stirred at the same temperature for 1 hr. To the reaction mixture was added an excess amount of dry ice, and the mixture was allowed to warm to room temperature. 1 M Hydrochloric acid was added thereto, and the mixture was extracted with ethyl acetate. The combined organic layer were washed with saturated brine, and dried over ... Reactants: C(C)OC(COC1=C(C=C(C=C1)C)CC=1NC=CN1)=O (2-(1-imidazolylmethyl)-4-methyl-phenoxyacetic acid ethyl ester), Cl (hydrochloric acid). The solvent is [OH-].[Na+] (sodium hydroxide). Run at time 8 hour. Yields the product O.Cl.N1C(=NC=C1)CC1=C(OCC(=O)O)C=CC(=C1)C.N1C(=NC=C1)CC1=C(OCC(=O)O)C=CC(=C1)C.Cl (2-(1-imidazolylmethyl)-4-methyl-phenoxyacetic acid hydrochloride hemihydrate). RXN SMILES: C([O:3][C:4](=[O:20])[CH2:5][O:6][C:7]1[CH:12]=[CH:11][C:10]([CH3:13])=[CH:9][C:8]=1[CH2:14][C:15]1[NH:16][CH:17]=[CH:18][N:19]=1)C.[ClH:21]>[OH-].[Na+]>[OH2:3].[ClH:21].[NH:16]1[CH:17]=[CH:18][N:19]=[C:15]1[CH2:14][C:8]1[CH:9]=[C:10]([CH3:13])[CH:11]=[CH:12][C:7]=1[O:6][CH2:5][C:4]([OH:20])=[O:3].[NH:16]1[CH:17]=[CH:18][N:19]=[C:15]1[CH2:14][C:8]1[CH:9]=[C:10]([CH3:13])[CH:11]=[CH:12][C:7]=1[O:6][CH2:5][C:4]([OH:20])=[O:3].[ClH:21] |f:2.3,4.5.6.7.8|. Reported procedure: A mixture of 2-(1-imidazolylmethyl)-4-methyl-phenoxyacetic acid ethyl ester (1.0 g) and 10 ml of 2.5 N sodium hydroxide solution was stirred at room temperature overnight. The solution was acidified with dilute hydrochloric acid and evaporated. The residue was extracted with boiling ethanol (2×50 ml) and the extracts were evaporated to give a solid which was crystallised from ethanol/ether to give 2-(1-imidazolylmethyl)-4-methyl-phenoxyacetic acid hydrochloride hemihydrate (0.50 g), m.p. 198°-20...